Task: describe an organic reaction: reactants, conditions, products, and yield. Dataset: the Open Reaction Database (ORD), a public repository of structured organic reaction records Reactants: CN(C)C=O, NC1(C(=O)O)C(OCc2ccc(Cl)c(Cl)c2)CC2C1C2(F)C(=O)OCCI, [N-]=[N+]=[N-], [Na+], O. Yields the product [N-]=[N+]=NCCOC(=O)C1(F)C2CC(OCc3ccc(Cl)c(Cl)c3)C(N)(C(=O)O)C21. RXN SMILES: [CH3:32][N:33]([CH3:34])[CH:35]=[O:36].[I:5][CH2:6][CH2:7][O:8][C:9](=[O:10])[C:11]1([F:31])[CH:12]2[CH2:13][CH:14]([O:21][CH2:22][c:23]3[cH:24][c:25]([Cl:30])[c:26]([Cl:29])[cH:27][cH:28]3)[C:15]([C:17](=[O:18])[OH:19])([NH2:20])[CH:16]12.[N-:2]=[N+:3]=[N-:4].[Na+:1].[OH2:37]>>[N:2](=[N+:3]=[N-:4])[CH2:6][CH2:7][O:8][C:9](=[O:10])[C:11]1([F:31])[CH:12]2[CH2:13][CH:14]([O:21][CH2:22][c:23]3[cH:24][c:25]([Cl:30])[c:26]([Cl:29])[cH:27][cH:28]3)[C:15]([C:17](=[O:18])[OH:19])([NH2:20])[CH:16]12. The solvent is C(C)OCC (diethyl ether). Procedure: The objective compound was obtained as light yellow crystals (recrystallized from diethyl ether) from Compound d obtained in Reference Example 4 in a manner similar to Reference Example 2. Yields the product OC1C2=C(OCC3=C1C=CC=C3)C=CC(=C2)CC(=O)OC (Methyl 11-hydroxy-6,11-dihydrodibenz[b,e]oxepin-2-acetate). RXN SMILES: [O:1]=[C:2]1[C:8]2[CH:9]=[CH:10][CH:11]=[CH:12][C:7]=2[CH2:6][O:5][C:4]2[CH:13]=[CH:14][C:15]([CH2:17][C:18]([O:20][CH3:21])=[O:19])=[CH:16][C:3]1=2>C(OCC)C>[OH:1][CH:2]1[C:8]2[CH:9]=[CH:10][CH:11]=[CH:12][C:7]=2[CH2:6][O:5][C:4]2[CH:13]=[CH:14][C:15]([CH2:17][C:18]([O:20][CH3:21])=[O:19])=[CH:16][C:3]1=2. The reactants are O=C1C2=C(OCC3=C1C=CC=C3)C=CC(=C2)CC(=O)OC (Methyl 11-oxo-6,11-dihydrodibenz[b,e]oxepin-2-acetate). The reactants are ClC1=NC(=NC=C1C#N)SC (4-chloro-2-(methylthio)pyrimidine-5-carbonitrile), CCN(C(C)C)C(C)C (DIEA), Cl.C12(CCC(C1)C2)N (bicyclo[2.1.1]hexan-1-amine hydrochloride). The solvent is O1CCOCC1 (1,4-dioxane), [Cl-].[Na+].O (brine). Run at temperature 60 celsius, time 2 hour. Product: C12(CCC(C1)C2)NC2=NC(=NC=C2C#N)SC (4-(Bicyclo[2.1.1]hexan-1-ylamino)-2-(methylthio)pyrimidine-5-carbonitrile). Isolated yield 87.0%. Reaction SMILES: Cl[C:2]1[C:7]([C:8]#[N:9])=[CH:6][N:5]=[C:4]([S:10][CH3:11])[N:3]=1.CCN(C(C)C)C(C)C.Cl.[C:22]12([NH2:28])[CH2:27][CH:25]([CH2:26]1)[CH2:24][CH2:23]2>O1CCOCC1.[Cl-].[Na+].O>[C:22]12([NH:28][C:2]3[C:7]([C:8]#[N:9])=[CH:6][N:5]=[C:4]([S:10][CH3:11])[N:3]=3)[CH2:27][CH:25]([CH2:26]1)[CH2:24][CH2:23]2 |f:2.3,5.6.7|. Procedure: To a stirred solution of 4-chloro-2-(methylthio)pyrimidine-5-carbonitrile (427 mg, 2.3 mmol) in 1,4-dioxane (10 mL) was added DIEA (890 mg, 6.9 mmol) and bicyclo[2.1.1]hexan-1-amine hydrochloride (320 mg, 2.4 mmol). The resulting mixture was stirred at 60° C. for 2 h. The reaction mixture was poured into a saturated brine solution and then extracted with ethyl acetate (20 mL) three times. The combined organic layers were dried over anhydrous sodium sulfate, filtered and concentrated to afford th... The reactants are CCCC[N+](CCCC)(CCCC)CCCC, CCCC[N+](CCCC)(CCCC)CCCC, CCOC(C)=O, O=[N+]([O-])c1cccc(CBr)c1, [Na+], [OH-], Cc1cccc(OCC(CO)NC(=O)OC(C)(C)C)c1, O=S(=O)([O-])[O-], c1ccccc1. Product: Cc1cccc(OCC(COCc2cccc([N+](=O)[O-])c2)NC(=O)OC(C)(C)C)c1. RXN SMILES: [CH2:37]([N+:38]([CH2:39][CH2:40][CH2:41][CH3:42])([CH2:43][CH2:44][CH2:45][CH3:46])[CH2:47][CH2:48][CH2:49][CH3:50])[CH2:51][CH2:52][CH3:53].[CH2:54]([N+:55]([CH2:56][CH2:57][CH2:58][CH3:59])([CH2:60][CH2:61][CH2:62][CH3:63])[CH2:64][CH2:65][CH2:66][CH3:67])[CH2:68][CH2:69][CH3:70].[CH3:73][CH2:74][O:75][C:76](=[O:77])[CH3:78].[N+:21](=[O:22])([O-:23])[c:24]1[cH:25][c:26]([CH2:27][Br:28])[cH:29][cH:30][cH:31]1.[Na+:72].[OH-:71].[OH:1][CH2:2][CH:3]([CH2:4][O:5][c:6]1[cH:7][c:8]([CH3:12])[cH:9][cH:10][cH:11]1)[NH:13][C:14]([O:15][C:16]([CH3:17])([CH3:18])[CH3:19])=[O:20].[S:32]([O-:33])([O-:34])(=[O:35])=[O:36].[cH:79]1[cH:80][cH:81][cH:82][cH:83][cH:84]1>>[O:1]([CH2:2][CH:3]([CH2:4][O:5][c:6]1[cH:7][c:8]([CH3:12])[cH:9][cH:10][cH:11]1)[NH:13][C:14]([O:15][C:16]([CH3:17])([CH3:18])[CH3:19])=[O:20])[CH2:27][c:26]1[cH:25][c:24]([N+:21](=[O:22])[O-:23])[cH:31][cH:30][cH:29]1. Starting materials: CC[O-], COc1cccc(C=O)c1OCC1CC1, Cc1nc2sccn2c(=O)c1-c1ccc(OC(F)F)cc1, [Na+]. Yields the product COc1cccc(C=Cc2nc3sccn3c(=O)c2-c2ccc(OC(F)F)cc2)c1OCC1CC1. As a reaction SMILES: [CH3:38][CH2:39][O-:40].[CH:22]1([CH2:25][O:26][c:27]2[c:28]([CH:29]=[O:30])[cH:31][cH:32][cH:33][c:34]2[O:35][CH3:36])[CH2:23][CH2:24]1.[F:1][CH:2]([O:3][c:4]1[cH:5][cH:6][c:7](-[c:10]2[c:11]([CH3:20])[n:12][c:13]3[n:14]([c:15]2=[O:16])[cH:17][cH:18][s:19]3)[cH:8][cH:9]1)[F:21].[Na+:37]>>[F:1][CH:2]([O:3][c:4]1[cH:5][cH:6][c:7](-[c:10]2[c:11]([CH:20]=[CH:29][c:28]3[c:27]([O:26][CH2:25][CH:22]4[CH2:23][CH2:24]4)[c:34]([O:35][CH3:36])[cH:33][cH:32][cH:31]3)[n:12][c:13]3[n:14]([c:15]2=[O:16])[cH:17][cH:18][s:19]3)[cH:8][cH:9]1)[F:21]. Starting materials: ClC1=CC=C(C=C1)C(O)(C1=CN=CN1C)C=1C=C2C(=C(C(=NC2=CC1)Cl)C1=CC=CC=C1)Cl ((4-Chlorophenyl)(2,4-dichloro-3-phenylquinolin-6-yl)(1-methyl-1H-imidazol-5-yl)methanol), COCCO (2-methoxyethanol), C1(=CC=CC=C1)C (toluene), [H-].[Na+] (sodium hydride). Run in CCOC(=O)C (EtOAc). Yields the product ClC1=C(C(=NC2=CC=C(C=C12)C(O)(C1=CN=CN1C)C1=CC=C(C=C1)Cl)OCCOC)C1=CC=CC=C1 ([4-Chloro-2-(2-methoxyethoxy)-3-phenylquinolin-6-yl](4-chlorophenyl)(1-methyl-1H-imidazol-5-yl)methanol). Reaction SMILES: [Cl:1][C:2]1[CH:7]=[CH:6][C:5]([C:8]([C:16]2[CH:17]=[C:18]3[C:23](=[CH:24][CH:25]=2)[N:22]=[C:21](Cl)[C:20]([C:27]2[CH:32]=[CH:31][CH:30]=[CH:29][CH:28]=2)=[C:19]3[Cl:33])([C:10]2[N:14]([CH3:15])[CH:13]=[N:12][CH:11]=2)[OH:9])=[CH:4][CH:3]=1.[CH3:34][O:35][CH2:36][CH2:37][OH:38].C1(C)C=CC=CC=1.[H-].[Na+]>CCOC(C)=O>[Cl:33][C:19]1[C:18]2[C:23](=[CH:24][CH:25]=[C:16]([C:8]([C:5]3[CH:4]=[CH:3][C:2]([Cl:1])=[CH:7][CH:6]=3)([C:10]3[N:14]([CH3:15])[CH:13]=[N:12][CH:11]=3)[OH:9])[CH:17]=2)[N:22]=[C:21]([O:38][CH2:37][CH2:36][O:35][CH3:34])[C:20]=1[C:27]1[CH:28]=[CH:29][CH:30]=[CH:31][CH:32]=1 |f:3.4|. Reported procedure: (4-Chlorophenyl)(2,4-dichloro-3-phenylquinolin-6-yl)(1-methyl-1H-imidazol-5-yl)methanol (100 mg, 0.202 mmol, Example 65), 2-methoxyethanol (16.0 μL, 0.202 mmol), toluene (2 mL), and sodium hydride (60% dispersion in mineral oil, 20.2 mg, 0.505 mmol) were combined in a round bottom flask under an N2 atmosphere. The contents were heated to reflux and refluxed overnight. The reaction solution turned from a heterogeneous white mixture to slightly yellowish with a moderate amount of precipitate. The ... The reactants are C(CC)C1=C2C(=C(C=3C=CSC31)CCC)SC=C2 (4,8-dipropylthieno[2,3-f]benzothiophene), C(CCC)[Li].CCCCCC (n-butyllithium hexane), C[Sn](C)(C)Cl (trimethylstannyl chloride), CCOCC (ether). Run in C1CCOC1 (THF), CCCCCC (n-hexane), O (water). Run at temperature -78 celsius, time 1 hour. The product is C(CC)C1=C2C(=C(C=3C=C(SC31)[Sn](C)(C)C)CCC)SC(=C2)[Sn](C)(C)C ((4,8-Dipropyl-2-trimethylstannylthieno[2,3-f]benzothiophen-6-yl)trimethylstannane). RXN SMILES: [CH2:1]([C:4]1[C:12]2[S:11][CH:10]=[CH:9][C:8]=2[C:7]([CH2:13][CH2:14][CH3:15])=[C:6]2[S:16][CH:17]=[CH:18][C:5]=12)[CH2:2][CH3:3].C([Li])CCC.CCCCCC.[CH3:30][Sn:31](Cl)([CH3:33])[CH3:32].CCOCC>C1COCC1.CCCCCC.O>[CH2:1]([C:4]1[C:12]2[S:11][C:10]([Sn:31]([CH3:33])([CH3:32])[CH3:30])=[CH:9][C:8]=2[C:7]([CH2:13][CH2:14][CH3:15])=[C:6]2[S:16][C:17]([Sn:31]([CH3:33])([CH3:32])[CH3:30])=[CH:18][C:5]=12)[CH2:2][CH3:3] |f:1.2|. Procedure: To a solution of 400 mg (1.47 mmol) of 4,8-dipropylthieno[2,3-f]benzothiophene (29) in 6 ml of THF are added dropwise 1.2 ml (3.02 mmol) of 2.5 M n-butyllithium/hexane solution at −78° C. After the mixture has been stirred at −78° C. for 1 h, the cooling bath is removed and the mixture is stirred at room temperature for a further hour. The mixture is cooled to −78° C. and a solution of 3.2 ml (3.2 mmol) of 1.0 M trimethylstannyl chloride in n-hexane is added. The reaction mixture is stirred at −...